This data is from the Open Reaction Database (ORD), a public repository of structured organic reaction records. The task is: describe an organic reaction: reactants, conditions, products, and yield Starting materials: Cl.Cl.NC=1C=C(C=CC1)NC(CN1CCC(CC1)CC1=CC=C(C=C1)F)=O (N-(3-Amino-phenyl)-2-[4-(4-fluoro-benzyl)-piperidin-1-yl]-acetamide dihydrochloride), C(C1=CC=CC=C1)=O (benzaldehyde). Run in C(C)OCC.CCCCCC (diethylether hexane). Product: C(C1=CC=CC=C1)NC=1C=C(C=CC1)NC(CN1CCC(CC1)CC1=CC=C(C=C1)F)=O (N-(3-Benzylamino-phenyl)-2-[4-(4-fluoro-benzyl)-piperidin-1-yl]-acetamide). As a reaction SMILES: Cl.Cl.[NH2:3][C:4]1[CH:5]=[C:6]([NH:10][C:11](=[O:27])[CH2:12][N:13]2[CH2:18][CH2:17][CH:16]([CH2:19][C:20]3[CH:25]=[CH:24][C:23]([F:26])=[CH:22][CH:21]=3)[CH2:15][CH2:14]2)[CH:7]=[CH:8][CH:9]=1.[CH:28](=O)[C:29]1[CH:34]=[CH:33][CH:32]=[CH:31][CH:30]=1>C(OCC)C.CCCCCC>[CH2:28]([NH:3][C:4]1[CH:5]=[C:6]([NH:10][C:11](=[O:27])[CH2:12][N:13]2[CH2:14][CH2:15][CH:16]([CH2:19][C:20]3[CH:21]=[CH:22][C:23]([F:26])=[CH:24][CH:25]=3)[CH2:17][CH2:18]2)[CH:7]=[CH:8][CH:9]=1)[C:29]1[CH:34]=[CH:33][CH:32]=[CH:31][CH:30]=1 |f:0.1.2,4.5|. Procedure details: The title compound is prepared from N-(3-amino-phenyl)-2-[4-(4-fluoro-benzyl)-piperidin-1-yl]-acetamid dihydrochloride (Example 183) and benzaldehyde according to the method described in Example 177. Melting Point: 98-100° C. (diethylether-hexane) The reactants are O=C([O-])[O-], O=C(Cl)c1ccccc1, CN(C)C=O, [Cs+], [Cs+], CC(C)=CCn1c(N2CCC3CN(C(=O)OC(C)(C)C)CC32)nc2ccc(N)cc21. Yields the product CC(C)=CCn1c(N2CCC3CN(C(=O)OC(C)(C)C)CC32)nc2ccc(NC(=O)c3ccccc3)cc21. Reaction SMILES: [C:1](=[O:2])([O-:3])[O-:4].[C:37]([c:38]1[cH:39][cH:40][cH:41][cH:42][cH:43]1)(=[O:44])[Cl:45].[CH3:46][N:47]([CH3:48])[CH:49]=[O:50].[Cs+:5].[Cs+:6].[NH2:7][c:8]1[cH:9][cH:10][c:11]2[c:12]([n:13]([CH2:31][CH:32]=[C:33]([CH3:34])[CH3:35])[c:14]([N:16]3[CH:17]4[CH:18]([CH2:19][CH2:20]3)[CH2:21][N:22]([C:24](=[O:25])[O:26][C:27]([CH3:28])([CH3:29])[CH3:30])[CH2:23]4)[n:15]2)[cH:36]1>>[NH:7]([c:8]1[cH:9][cH:10][c:11]2[c:12]([n:13]([CH2:31][CH:32]=[C:33]([CH3:34])[CH3:35])[c:14]([N:16]3[CH:17]4[CH:18]([CH2:19][CH2:20]3)[CH2:21][N:22]([C:24](=[O:25])[O:26][C:27]([CH3:28])([CH3:29])[CH3:30])[CH2:23]4)[n:15]2)[cH:36]1)[C:37]([c:38]1[cH:39][cH:40][cH:41][cH:42][cH:43]1)=[O:44]. Product: Cc1ccc(NC(=O)c2ccc(NCCO)c(Cl)c2)cc1OCc1nn(C)c2ncnc(Cl)c12. Reactants: Cn1nc(CBr)c2c(Cl)ncnc21, O=C([O-])[O-], Cc1ccc(NC(=O)c2ccc(NCCO)c(Cl)c2)cc1O, [K+], [K+]. Reaction SMILES: [Br:29][CH2:30][c:31]1[n:32][n:33]([CH3:41])[c:34]2[n:35][cH:36][n:37][c:38]([Cl:40])[c:39]12.[C:23](=[O:24])([O-:25])[O-:26].[Cl:1][c:2]1[cH:3][c:4]([C:5](=[O:6])[NH:7][c:8]2[cH:9][c:10]([OH:15])[c:11]([CH3:14])[cH:12][cH:13]2)[cH:16][cH:17][c:18]1[NH:19][CH2:20][CH2:21][OH:22].[K+:27].[K+:28]>>[Cl:1][c:2]1[cH:3][c:4]([C:5](=[O:6])[NH:7][c:8]2[cH:9][c:10]([O:15][CH2:30][c:31]3[n:32][n:33]([CH3:41])[c:34]4[n:35][cH:36][n:37][c:38]([Cl:40])[c:39]34)[c:11]([CH3:14])[cH:12][cH:13]2)[cH:16][cH:17][c:18]1[NH:19][CH2:20][CH2:21][OH:22]. Starting materials: C1CCOC1, N#Cc1cnc(Cl)s1, [H-], [Na+], Nc1cc(N2CCOCC2)ncn1. The product is N#Cc1cnc(Nc2cc(N3CCOCC3)ncn2)s1. Reaction SMILES: [CH2:24]1[O:25][CH2:26][CH2:27][CH2:28]1.[Cl:16][c:17]1[s:18][c:19]([C:22]#[N:23])[cH:20][n:21]1.[H-:14].[Na+:15].[O:1]1[CH2:2][CH2:3][N:4]([c:7]2[cH:8][c:9]([NH2:13])[n:10][cH:11][n:12]2)[CH2:5][CH2:6]1>>[O:1]1[CH2:2][CH2:3][N:4]([c:7]2[cH:8][c:9]([NH:13][c:17]3[s:18][c:19]([C:22]#[N:23])[cH:20][n:21]3)[n:10][cH:11][n:12]2)[CH2:5][CH2:6]1. Reactants: O=C([O-])[O-], COCCBr, O=C(CO)N1CCCC1COc1cc(O)cc2ncnc(Nc3ccc(F)c(Cl)c3)c12, [K+], [K+], CN(C)C=O, O. Product: COCCOc1cc(OCC2CCCN2C(=O)CO)c2c(Nc3ccc(F)c(Cl)c3)ncnc2c1. As a reaction SMILES: [C:6](=[O:7])([O-:8])[O-:9].[CH3:1][O:2][CH2:3][CH2:4][Br:5].[Cl:12][c:13]1[cH:14][c:15]([NH:16][c:17]2[n:18][cH:19][n:20][c:21]3[cH:22][c:23]([OH:38])[cH:24][c:25]([O:27][CH2:28][CH:29]4[N:30]([C:34]([CH2:35][OH:36])=[O:37])[CH2:31][CH2:32][CH2:33]4)[c:26]23)[cH:39][cH:40][c:41]1[F:42].[K+:10].[K+:11].[O:44]=[CH:45][N:46]([CH3:47])[CH3:48].[OH2:43]>>[CH3:1][O:2][CH2:3][CH2:4][O:38][c:23]1[cH:22][c:21]2[n:20][cH:19][n:18][c:17]([NH:16][c:15]3[cH:14][c:13]([Cl:12])[c:41]([F:42])[cH:40][cH:39]3)[c:26]2[c:25]([O:27][CH2:28][CH:29]2[N:30]([C:34]([CH2:35][OH:36])=[O:37])[CH2:31][CH2:32][CH2:33]2)[cH:24]1. The reactants are C1CCOC1, CCCC[N+](CCCC)(CCCC)CCCC, CCOc1ccc(-c2ccc(CCC=CC3CCC(O[Si](C(C)C)(C(C)C)C(C)C)CC3)cc2)c(F)c1F, [F-], O. Product: CCOc1ccc(-c2ccc(CCC=CC3CCC(O)CC3)cc2)c(F)c1F. RXN SMILES: [CH2:39]1[O:40][CH2:41][CH2:42][CH2:43]1.[CH3:45][CH2:46][CH2:47][CH2:48][N+:49]([CH2:50][CH2:51][CH2:52][CH3:53])([CH2:54][CH2:55][CH2:56][CH3:57])[CH2:58][CH2:59][CH2:60][CH3:61].[CH:1]([Si:2]([CH:3]([CH3:4])[CH3:33])([O:5][CH:6]1[CH2:7][CH2:8][CH:9]([CH:12]=[CH:13][CH2:14][CH2:15][c:16]2[cH:17][cH:18][c:19](-[c:22]3[c:23]([F:32])[c:24]([F:31])[c:25]([O:28][CH2:29][CH3:30])[cH:26][cH:27]3)[cH:20][cH:21]2)[CH2:10][CH2:11]1)[CH:34]([CH3:35])[CH3:36])([CH3:37])[CH3:38].[F-:44].[OH2:62]>>[OH:5][CH:6]1[CH2:7][CH2:8][CH:9]([CH:12]=[CH:13][CH2:14][CH2:15][c:16]2[cH:17][cH:18][c:19](-[c:22]3[c:23]([F:32])[c:24]([F:31])[c:25]([O:28][CH2:29][CH3:30])[cH:26][cH:27]3)[cH:20][cH:21]2)[CH2:10][CH2:11]1. The reactants are ClC1=NC(=CC(=N1)Cl)C1=C(C=CC=C1)Cl (2,4-Dichloro-6-(2-chloro-phenyl)-pyrimidine), C1(CC1)C1=CC(=NN1)N (5-cyclopropyl-1H-pyrazol-3-ylamine). Run in C(C)O (ethanol). Conditions: time 4 day. Yields the product ClC1=NC(=CC(=N1)NC1=NNC(=C1)C1CC1)C1=C(C=CC=C1)Cl ([2-Chloro-6-(2-chloro-phenyl)-pyrimidin-4-yl]-(5-cyclopropyl-1H-pyrazol-3-yl)-amine). Yield: 38.7%. RXN SMILES: [Cl:1][C:2]1[N:7]=[C:6](Cl)[CH:5]=[C:4]([C:9]2[CH:14]=[CH:13][CH:12]=[CH:11][C:10]=2[Cl:15])[N:3]=1.[CH:16]1([C:19]2[NH:23][N:22]=[C:21]([NH2:24])[CH:20]=2)[CH2:18][CH2:17]1>C(O)C>[Cl:1][C:2]1[N:7]=[C:6]([NH:24][C:21]2[CH:20]=[C:19]([CH:16]3[CH2:18][CH2:17]3)[NH:23][N:22]=2)[CH:5]=[C:4]([C:9]2[CH:14]=[CH:13][CH:12]=[CH:11][C:10]=2[Cl:15])[N:3]=1. Procedure details: 2,4-Dichloro-6-(2-chloro-phenyl)-pyrimidine (180 mg, 0.694 mmol) and 5-cyclopropyl-1H-pyrazol-3-ylamine (128 mg, 1.04 mmol) was taken into 3 ml of ethanol. The reaction was stirred at room temperature for 4 days. The reaction was evaporated in vacuo and the crude product purified by flash chromatography (SiO2) eluting with ethyl acetate/hexane (1:1) to afford 93 mg of the desired product. HPLC (C18 column) Rt 6.23 mins.; MS m/z 346.1 (M+H) 344.1 (M−H) Starting materials: BrC1=C(C=C2N3[C@@H](C(NN=C3COC2=C1)=O)C)[C@H]1[C@H](CN(CC1)C)C ((R)-7-bromo-6-((3R,4R)-1,3-dimethyl-piperidin-4-yl)-4-methyl-2,10-dihydro-9-oxa-1,2,4a-triaza-phenanthren-3-one), FC1=C(C=CC=C1OC)B(O)O ((2-fluoro-3-methoxyphenyl)boronic acid), C(=O)([O-])[O-].[K+].[K+] (K2CO3). Reagents/catalysts: C1=CC=C(C=C1)P([C-]2C=CC=C2)C3=CC=CC=C3.C1=CC=C(C=C1)P([C-]2C=CC=C2)C3=CC=CC=C3.Cl[Pd]Cl.[Fe+2].C(Cl)Cl (PdCl2(dppf) CH2Cl2). The solvent is O1CCOCC1 (dioxane), O (water). Conditions: temperature 90 celsius, time 8 hour. Product: CN1C[C@@H]([C@@H](CC1)C=1C=C2N3[C@@H](C(NN=C3COC2=CC1C1=C(C(=CC=C1)OC)F)=O)C)C ((R)-6-((3R,4R)-1,3-dimethyl-piperidin-4-yl)-7-(2-fluoro-3-methoxy-phenyl)-4-methyl-2,10-dihydro-9-oxa-1,2,4a-triaza-phenanthren-3-one). Yield: 44.6%. Reaction SMILES: Br[C:2]1[CH:15]=[C:14]2[C:5]([N:6]3[C:11]([CH2:12][O:13]2)=[N:10][NH:9][C:8](=[O:16])[C@H:7]3[CH3:17])=[CH:4][C:3]=1[C@@H:18]1[CH2:23][CH2:22][N:21]([CH3:24])[CH2:20][C@@H:19]1[CH3:25].[F:26][C:27]1[C:32]([O:33][CH3:34])=[CH:31][CH:30]=[CH:29][C:28]=1B(O)O.C([O-])([O-])=O.[K+].[K+]>O1CCOCC1.O.C1C=CC(P(C2C=CC=CC=2)[C-]2C=CC=C2)=CC=1.C1C=CC(P(C2C=CC=CC=2)[C-]2C=CC=C2)=CC=1.Cl[Pd]Cl.[Fe+2].C(Cl)Cl>[CH3:24][N:21]1[CH2:22][CH2:23][C@@H:18]([C:3]2[CH:4]=[C:5]3[C:14](=[CH:15][C:2]=2[C:28]2[CH:29]=[CH:30][CH:31]=[C:32]([O:33][CH3:34])[C:27]=2[F:26])[O:13][CH2:12][C:11]2[N:6]3[C@H:7]([CH3:17])[C:8](=[O:16])[NH:9][N:10]=2)[C@@H:19]([CH3:25])[CH2:20]1 |f:2.3.4,7.8.9.10.11|. Procedure details: A mixture of (R)-7-bromo-6-((3R,4R)-1,3-dimethyl-piperidin-4-yl)-4-methyl-2,10-dihydro-9-oxa-1,2,4a-triaza-phenanthren-3-one (0.050 g, 0.123 mmol), (2-fluoro-3-methoxyphenyl)boronic acid (0.025 g, 0.147 mmol), K2CO3 (0.034 g, 0.246 mmol) and PdCl2(dppf)-CH2Cl2 adduct (0.020 g, 0.025 mmol) in dioxane (3 mL) and water (0.5 mL) was stirred at 90° C. overnight. The reaction mixture was cooled to ambient temperature and concentrated in vacuo. The residue was purified by preparative TLC (eluting with ...